This data is from the Open Reaction Database (ORD), a public repository of structured organic reaction records. The task is: describe an organic reaction: reactants, conditions, products, and yield Starting materials: BrC1=CC(=C(N)C=C1C)F (4-bromo-2-fluoro-5-methylaniline), CNC(=O)C1=CC=C(C=C1)B(O)O (4-(methylcarbamoyl)phenylboronic acid), C1(CCCCC1)P(C1=C(C=CC=C1)C1=C(C=CC=C1OC)OC)C1CCCCC1 (2-dicyclohexylphosphino-2′,6′-dimethoxybiphenyl), [O-]P(=O)([O-])[O-].[K+].[K+].[K+] (K3PO4). Reagents/catalysts: C=1C=CC(=CC1)/C=C/C(=O)/C=C/C2=CC=CC=C2.C=1C=CC(=CC1)/C=C/C(=O)/C=C/C2=CC=CC=C2.C=1C=CC(=CC1)/C=C/C(=O)/C=C/C2=CC=CC=C2.[Pd].[Pd] (Pd2(dba)3). The solvent is C(CCC)O (n-butanol). Reaction conditions: temperature 130 celsius. Product: NC1=CC(=C(C=C1F)C1=CC=C(C=C1)C(=O)NC)C (4′-amino-5′-fluoro-N,2′-dimethylbiphenyl-4-carboxamide). Reaction SMILES: Br[C:2]1[C:8]([CH3:9])=[CH:7][C:5]([NH2:6])=[C:4]([F:10])[CH:3]=1.[CH3:11][NH:12][C:13]([C:15]1[CH:20]=[CH:19][C:18](B(O)O)=[CH:17][CH:16]=1)=[O:14].C1(P(C2CCCCC2)C2C=CC=CC=2C2C(OC)=CC=CC=2OC)CCCCC1.[O-]P([O-])([O-])=O.[K+].[K+].[K+]>C(O)CCC.C1C=CC(/C=C/C(/C=C/C2C=CC=CC=2)=O)=CC=1.C1C=CC(/C=C/C(/C=C/C2C=CC=CC=2)=O)=CC=1.C1C=CC(/C=C/C(/C=C/C2C=CC=CC=2)=O)=CC=1.[Pd].[Pd]>[NH2:6][C:5]1[C:4]([F:10])=[CH:3][C:2]([C:18]2[CH:19]=[CH:20][C:15]([C:13]([NH:12][CH3:11])=[O:14])=[CH:16][CH:17]=2)=[C:8]([CH3:9])[CH:7]=1 |f:3.4.5.6,8.9.10.11.12|. Reported procedure: The mixture of 4-bromo-2-fluoro-5-methylaniline (203 mg, 1.0 mmol), 4-(methylcarbamoyl)phenylboronic acid (179 mg, 1.0 mmol), 2-dicyclohexylphosphino-2′,6′-dimethoxybiphenyl (82 mg, 0.2 mmol), Pd2(dba)3 (91 mg, 0.1 mmol), and K3PO4 (424 mg, 2.0 mmol) in 5.0 mL of n-butanol is degassed and heated at 130° C. for 1 h. The reaction mixture is concentrated in vacuo. The crude product mixture is partitioned between EtOAc and brine, the collected organic extracts are dried (Na2SO4), concentrated and pu... Starting materials: OC=1C=CC(=NC1)[N+](=O)[O-] (5-hydroxy-2-nitropyridine), C(=O)([O-])[O-].[K+].[K+] (K2CO3), CN(C)C=O (DMF), ClC1=CC=C(CCl)C=C1 (4-chlorobenzyl chloride). The solvent is C(Cl)(Cl)Cl (CHCl3). Conditions: time 10 minute. Product: ClC1=CC=C(COC=2C=CC(=NC2)[N+](=O)[O-])C=C1 (5-(4-chlorobenzyloxy)-2-nitropyridine). As a reaction SMILES: [OH:1][C:2]1[CH:3]=[CH:4][C:5]([N+:8]([O-:10])=[O:9])=[N:6][CH:7]=1.C([O-])([O-])=O.[K+].[K+].CN(C=O)C.[Cl:22][C:23]1[CH:30]=[CH:29][C:26]([CH2:27]Cl)=[CH:25][CH:24]=1>C(Cl)(Cl)Cl>[Cl:22][C:23]1[CH:30]=[CH:29][C:26]([CH2:27][O:1][C:2]2[CH:3]=[CH:4][C:5]([N+:8]([O-:10])=[O:9])=[N:6][CH:7]=2)=[CH:25][CH:24]=1 |f:1.2.3|. Procedure: A mixture of 5-hydroxy-2-nitropyridine (7 g), K2CO3 (6.9 g) of DMF (100 ml) is stirred for about 10 minutes. To the mixture is added 4-chlorobenzyl chloride (8.1 g) in portions over about 15 minutes. The reaction mixture is stirred about 16 hours and then heated to 45° for about 30 minutes. After cooling, the reaction is diluted with CHCl3, washed with water and saturated NaCl, dried (Na2SO4) and stripped. The crystalline solid is washed with 20% ethyl acetate/hexane, giving 5-(4-chlorobenzyloxy... The reactants are C1(CC1)N1C=C(C(C2=CC(=C(C=C12)N1CCNCC1)[N+](=O)[O-])=O)C(=O)O (1-cyclopropyl-1,4-dihydro-6-nitro-4-oxo-7-(1-piperazinyl)-3-quinolinecarboxylic acid), O (water), C(C=C)(=O)OC (methyl acrylate), COCCO (glycol monomethyl ether). Solvent: CS(=O)C (dimethylsulphoxide). Yields the product C1(CC1)N1C=C(C(C2=CC(=C(C=C12)N1CCN(CC1)CCC(=O)OCC)[N+](=O)[O-])=O)C(=O)O (1-cyclopropyl-1,4-dihydro-7-[4-(2-ethoxycarbonylethyl)-1-piperazinyl]-6-nitro-4-oxo-3-quinolinecarboxylic acid). As a reaction SMILES: [CH:1]1([N:4]2[C:13]3[C:8](=[CH:9][C:10]([N+:20]([O-:22])=[O:21])=[C:11]([N:14]4[CH2:19][CH2:18][NH:17][CH2:16][CH2:15]4)[CH:12]=3)[C:7](=[O:23])[C:6]([C:24]([OH:26])=[O:25])=[CH:5]2)[CH2:3][CH2:2]1.[C:27]([O:31][CH3:32])(=[O:30])[CH:28]=[CH2:29].O.[CH3:34]OCCO>CS(C)=O>[CH:1]1([N:4]2[C:13]3[C:8](=[CH:9][C:10]([N+:20]([O-:22])=[O:21])=[C:11]([N:14]4[CH2:19][CH2:18][N:17]([CH2:29][CH2:28][C:27]([O:31][CH2:32][CH3:34])=[O:30])[CH2:16][CH2:15]4)[CH:12]=3)[C:7](=[O:23])[C:6]([C:24]([OH:26])=[O:25])=[CH:5]2)[CH2:2][CH2:3]1. Procedure details: 537 mg (1.5 mmol) of 1-cyclopropyl-1,4-dihydro-6-nitro-4-oxo-7-(1-piperazinyl)-3-quinolinecarboxylic acid are heated under reflux in a mixture of 7.5 ml of glycol monomethyl ether and 3 ml of dimethylsulphoxide with 2 g of methyl acrylate for 8 hours. 10 ml of water are added to the solution and the precipitate is filtered off with suction, washed with methanol and dried. 0.5 g of 1-cyclopropyl-1,4-dihydro-7-[4-(2-ethoxycarbonylethyl)-1-piperazinyl]-6-nitro-4-oxo-3-quinolinecarboxylic acid of de... The reactants are SCCC(=O)O (β-mercaptopropionic acid), C(CCCCCCC)[Sn](CCCCCCCC)=O (dioctyltin oxide). The solvent is O (water). Conditions: temperature 60 celsius. Yields the product SCCC(=O)[O-].C(CCCCCCC)[Sn+2]CCCCCCCC.SCCC(=O)[O-] (Dioctyltin β-mercaptopropionate). Reaction SMILES: [SH:1][CH2:2][CH2:3][C:4]([OH:6])=[O:5].[CH2:7]([Sn:15](=O)[CH2:16][CH2:17][CH2:18][CH2:19][CH2:20][CH2:21][CH2:22][CH3:23])[CH2:8][CH2:9][CH2:10][CH2:11][CH2:12][CH2:13][CH3:14]>O>[SH:1][CH2:2][CH2:3][C:4]([O-:6])=[O:5].[CH2:16]([Sn+2:15][CH2:7][CH2:8][CH2:9][CH2:10][CH2:11][CH2:12][CH2:13][CH3:14])[CH2:17][CH2:18][CH2:19][CH2:20][CH2:21][CH2:22][CH3:23].[SH:1][CH2:2][CH2:3][C:4]([O-:6])=[O:5] |f:3.4.5|. Reported procedure: In a kneading drier, 4.27 kg of β-mercaptopropionic acid are added by spraying to 14.53 kg of dioctyltin oxide over a period of 6 minutes. The mixture thus obtained is heated at 60° C. for a period of 20 minutes with thorough mixing and under a pressure of 120 hPa (=120 mbar), during which the water of reaction formed escapes. The mixture is then cooled to room temperature while thorough mixing of the product is continued. Dioctyltin β-mercaptopropionate is obtained as a white free-flowing solid...